From a dataset of the Open Reaction Database (ORD), a public repository of structured organic reaction records. describe an organic reaction: reactants, conditions, products, and yield Reaction SMILES: [Cl:41][CH2:42][CH2:43][O:44][CH2:45][CH2:46][Cl:47].[Cl:53][CH2:54][Cl:55].[K+:35].[K+:36].[NH2:1][CH2:2][CH2:3][O:4][c:5]1[cH:6][c:7]([C:8](=[O:9])[N:10]2[CH2:11][CH2:12][CH:13]([CH2:16][C:17]3([CH3:31])[C:18](=[O:30])[N:19]=[C:20]([NH:22][CH:23]4[CH:24]5[CH2:25][CH2:26][CH:27]([CH2:28]4)[CH2:29]5)[S:21]3)[CH2:14][CH2:15]2)[cH:32][cH:33][cH:34]1.[Na+:52].[O-:37][C:38]([O-:39])=[O:40].[O-:48][C:49]([OH:50])=[O:51]>>[N:1]1([CH2:2][CH2:3][O:4][c:5]2[cH:6][c:7]([C:8](=[O:9])[N:10]3[CH2:11][CH2:12][CH:13]([CH2:16][C:17]4([CH3:31])[C:18](=[O:30])[N:19]=[C:20]([NH:22][CH:23]5[CH:24]6[CH2:25][CH2:26][CH:27]([CH2:28]5)[CH2:29]6)[S:21]4)[CH2:14][CH2:15]3)[cH:32][cH:33][cH:34]2)[CH2:42][CH2:43][O:44][CH2:45][CH2:46]1. The reactants are ClCCOCCCl, ClCCl, [K+], [K+], CC1(CC2CCN(C(=O)c3cccc(OCCN)c3)CC2)SC(NC2CC3CCC2C3)=NC1=O, [Na+], O=C([O-])[O-], O=C([O-])O. Yields the product CC1(CC2CCN(C(=O)c3cccc(OCCN4CCOCC4)c3)CC2)SC(NC2CC3CCC2C3)=NC1=O. Solvent: O1CCOCC1 (1,4-dioxan), NC=1C(=CC=CC1)C (o-toluidine). Reaction SMILES: [CH:1]1([C:7]([C:9]2[CH:10]=[N:11][C:12]3[C:17]([C:18]=2Cl)=[CH:16][CH:15]=[CH:14][C:13]=3[O:20][CH3:21])=[O:8])[CH2:6][CH2:5][CH2:4][CH2:3][CH2:2]1>O1CCOCC1.NC1C(C)=CC=CC=1>[CH:1]1([C:7]([C:9]2[CH:10]=[N:11][C:12]3[C:17]([C:18]=2[NH:11][C:12]2[CH:13]=[CH:14][CH:15]=[CH:16][C:17]=2[CH3:18])=[CH:16][CH:15]=[CH:14][C:13]=3[O:20][CH3:21])=[O:8])[CH2:6][CH2:5][CH2:4][CH2:3][CH2:2]1. The product is C1(CCCCC1)C(=O)C=1C=NC2=C(C=CC=C2C1NC1=C(C=CC=C1)C)OC (3-cyclohexylcarbonyl-4-(2-methylphenylamino)-8-methoxyquinoline). Procedure: 3-cyclohexylcarbonyl-4-chloro-8-methoxyquinoline (5.0 g, 0.017 mol) was heated under reflux in a mixture of 1,4-dioxan (50 ml) and o-toluidine (2.0 ml) for 2 hours. The reaction mixture was evaporated and the residue dissolved in dichloromethane, washed with sodium hydrogen carbonate solution and brine. The organic solution was dried, evaporated and chromatographed (silica gel, dichloromethane) to affort an oil, which on trituration with hexane-ether gave 3-cyclohexylcarbonyl-4-(2-methylphenylam... The reactants are C1(CCCCC1)C(=O)C=1C=NC2=C(C=CC=C2C1Cl)OC (3-cyclohexylcarbonyl-4-chloro-8-methoxyquinoline). The yield is 18.2%. Product: CS(=O)(=O)N1CCNCC1 (N-methanesulfonylpiperazine). Conditions: time 2 hour. Reported procedure: N-tert-butyloxycarbonylpiperazine (1.0 g, 5.34 mmol) was dissolved in 5 mL of THF:water (1:1) and cooled in an ice bath. Triethylamine (1.45 mL, 10.68 mmol), followed by methanesulfonyl chloride (0.50 mL, 6.44 mmol) in 5 mL of ether were added, and stirred at 0° C. for 1 hour and at room temperature for 2 hours. Solvents were removed and 40 mL of ethyl acetate was added to the residue. The ethyl acetate layer was washed with brine (30 mL×3) and dried over anhydrous sodium sulfate. After filtered... The reactants are FC(C(=O)O)(F)F.CS(=O)(=O)N1CCNCC1 (N-methanesulfonylpiperazine trifluoroacetic acid salt), C([O-])(O)=O.[Na+] (sodium bicarbonate). The solvent is C(C)#N (acetonitrile), C(C)#N (acetonitrile). RXN SMILES: FC(F)(F)C(O)=O.[CH3:8][S:9]([N:12]1[CH2:17][CH2:16][NH:15][CH2:14][CH2:13]1)(=[O:11])=[O:10].C(=O)(O)[O-].[Na+]>C(#N)C>[CH3:8][S:9]([N:12]1[CH2:17][CH2:16][NH:15][CH2:14][CH2:13]1)(=[O:11])=[O:10] |f:0.1,2.3|. Starting materials: C(C)(C)(C)C1CCC(CC1)OC1=NC2=CC=C(C=C2C=C1)C=O (2-(4-tert-butyl-cyclohexyloxy)-quinoline-6-carbaldehyde), N1CCC(CC1)C(=O)O (piperidine-4-carboxylic acid), C(C)O (ethanol), C(#N)[BH3-].[Na+] (sodium cyanoborohydride), C(CC(O)(C(=O)O)CC(=O)O)(=O)O (citric acid). The product is C(C)(C)(C)[C@@H]1CC[C@H](CC1)OC1=NC2=CC=C(C=C2C=C1)CN1CCC(CC1)C(=O)O (1-((2-(trans-4-tert-Butylcyclohexyloxy)quinolin-6-yl)methyl)piperidine-4-carboxylic acid). Isolated yield 16.0%. Reaction SMILES: [C:1]([CH:5]1[CH2:10][CH2:9][CH:8]([O:11][C:12]2[CH:21]=[CH:20][C:19]3[C:14](=[CH:15][CH:16]=[C:17]([CH:22]=O)[CH:18]=3)[N:13]=2)[CH2:7][CH2:6]1)([CH3:4])([CH3:3])[CH3:2].[NH:24]1[CH2:29][CH2:28][CH:27]([C:30]([OH:32])=[O:31])[CH2:26][CH2:25]1.C(O)C.C([BH3-])#N.[Na+].C(O)(=O)CC(CC(O)=O)(C(O)=O)O>>[C:1]([C@H:5]1[CH2:10][CH2:9][C@H:8]([O:11][C:12]2[CH:21]=[CH:20][C:19]3[C:14](=[CH:15][CH:16]=[C:17]([CH2:22][N:24]4[CH2:29][CH2:28][CH:27]([C:30]([OH:32])=[O:31])[CH2:26][CH2:25]4)[CH:18]=3)[N:13]=2)[CH2:7][CH2:6]1)([CH3:4])([CH3:3])[CH3:2] |f:3.4|. Procedure details: To the solution of 2-(4-tert-butyl-cyclohexyloxy)-quinoline-6-carbaldehyde (350 mg, 1.1 mmol) and piperidine-4-carboxylic acid (145 mg, 1.12 mmol) in ethanol (8 mL, 100 mmol) was heated to reflux for 2 h. The yellow solution was cooled to rt and sodium cyanoborohydride (84.8 mg, 1.35 mmol) was added and was heated to reflux for 1 h. After cooled down to rt, citric acid was added and concentrated down. The solid was suspended in water and filtrate, and the collected solid was washed thoroughly wi... Starting materials: CC(C(CSC1=CC=CC=C1)=O)C (3-Methyl-1-phenylsulfanyl-butan-2-one). Solvent: ClC1=CC=CC=C1 (chlorobenzene), ClC1=CC=CC=C1 (chlorobenzene), CCOC(=O)C (EtOAc). Run at temperature 136 celsius, time 18 hour. Yields the product C(C)(C)C=1C2=C(SC1)C=CC=C2 (3-Isopropyl-benzo[b]thiophene). Reaction SMILES: [CH3:1][CH:2]([CH3:13])[C:3](=O)[CH2:4][S:5][C:6]1[CH:11]=[CH:10][CH:9]=[CH:8][CH:7]=1>ClC1C=CC=CC=1.CCOC(C)=O>[CH:2]([C:3]1[C:7]2[CH:8]=[CH:9][CH:10]=[CH:11][C:6]=2[S:5][CH:4]=1)([CH3:13])[CH3:1]. Procedure: To a hot solution (136° C.) of PPA (8.2 g) in chlorobenzene (50 mL) is added a solution of compound 563-C (4.34 g; 22.4 mmol) in chlorobenzene (35 mL). The reaction was stirred at 136° C. for 18 h, cooled to ambient temperature, diluted with EtOAc, quenched with H2O, and the EtOAc layer was washed with H2O, brine, dried over Na2SO4, filtered and the solvent evaporated under reduced pressure. The crude residue was purified by flash column chromatography (SiO2), eluting with a heptane-EtOAc gradie... Starting materials: C1COCCO1, Cl, CC(C)(C)OC(=O)NCC1CCC(c2ccc(NC(=O)c3nnc(Nc4ccccc4F)o3)cc2)CC1. The product is Cl, NCC1CCC(c2ccc(NC(=O)c3nnc(Nc4ccccc4F)o3)cc2)CC1. As a reaction SMILES: [CH2:39]1[O:40][CH2:41][CH2:42][O:43][CH2:44]1.[ClH:1].[F:2][c:3]1[c:4]([NH:9][c:10]2[n:11][n:12][c:13]([C:15](=[O:16])[NH:17][c:18]3[cH:19][cH:20][c:21]([CH:24]4[CH2:25][CH2:26][CH:27]([CH2:30][NH:31][C:32](=[O:33])[O:34][C:35]([CH3:36])([CH3:37])[CH3:38])[CH2:28][CH2:29]4)[cH:22][cH:23]3)[o:14]2)[cH:5][cH:6][cH:7][cH:8]1>>[ClH:1].[F:2][c:3]1[c:4]([NH:9][c:10]2[n:11][n:12][c:13]([C:15](=[O:16])[NH:17][c:18]3[cH:19][cH:20][c:21]([CH:24]4[CH2:25][CH2:26][CH:27]([CH2:30][NH2:31])[CH2:28][CH2:29]4)[cH:22][cH:23]3)[o:14]2)[cH:5][cH:6][cH:7][cH:8]1.